From a dataset of the Open Reaction Database (ORD), a public repository of structured organic reaction records. describe an organic reaction: reactants, conditions, products, and yield Reactants: [H-].[Na+] (sodium hydride), C(CC(=O)OCC)(=O)OCC (diethyl malonate), Cl (hydrochloride), ClCCC1=CN=C(N1CC1=C(C=CC=C1)Cl)SCCC (5-(2-chloroethyl)-1-(2-chlorophenyl)methyl-2-propylthio-1H-imidazole), C([O-])(O)=O.[Na+] (sodium bicarbonate). Run in CN(C=O)C (dimethylformamide), CN(C=O)C (dimethylformamide), CN(C=O)C (dimethylformamide), CCOCC (ether). Reaction conditions: time 0.5 hour. Yields the product ClC1=C(C=CC=C1)CN1C(=NC=C1CCC(C(=O)OCC)C(=O)OCC)SCCC (diethyl 2-[1-(2-chlorophenyl)methyl-2-propylthio-1H-imidazol-5-yl]ethylmalonate). The yield is 71.0%. RXN SMILES: Cl.C(=O)(O)[O-].[Na+].[H-].[Na+].[C:9]([O:17][CH2:18][CH3:19])(=[O:16])[CH2:10][C:11]([O:13][CH2:14][CH3:15])=[O:12].Cl[CH2:21][CH2:22][C:23]1[N:27]([CH2:28][C:29]2[CH:34]=[CH:33][CH:32]=[CH:31][C:30]=2[Cl:35])[C:26]([S:36][CH2:37][CH2:38][CH3:39])=[N:25][CH:24]=1>CCOCC.CN(C)C=O>[Cl:35][C:30]1[CH:31]=[CH:32][CH:33]=[CH:34][C:29]=1[CH2:28][N:27]1[C:23]([CH2:22][CH2:21][CH:10]([C:11]([O:13][CH2:14][CH3:15])=[O:12])[C:9]([O:17][CH2:18][CH3:19])=[O:16])=[CH:24][N:25]=[C:26]1[S:36][CH2:37][CH2:38][CH3:39] |f:1.2,3.4|. Procedure details: The above hydrochloride was converted to the free base in ether with 5% sodium bicarbonate solution. To a suspension of sodium hydride (57 mg, 2.38 mmol) in dimethylformamide (3 mL) held at 0° C. under argon was added a solution of diethyl malonate (0.4 g, 2.5 mmol) in dimethylformamide (3 mL). The mixture was stirred at ambient temperature for 0.5 hour or until a clear solution resulted. Then, 5-(2-chloroethyl)-1-(2-chlorophenyl)methyl-2-propylthio-1H-imidazole (0.61 g, 1.85 mmol) in dimethylfo... Reactants: C(C)OCC=1N(C2=C(C=NC=3C=CC=CC23)N1)CC(C)(O)C (1-[2-(ethoxymethyl)-1H-imidazo[4,5-c]quinolin-1-yl]-2-methylpropan-2-ol), C(=C)S(=O)(=O)C (methyl vinyl sulfone). Yields the product CS(=O)(=O)CCOC(CN1C(=NC=2C=NC=3C=CC=CC3C21)COCC)(C)C (1-{2-[2-(methylsulfonyl)ethoxy]-2-methylpropyl}-2-ethoxymethyl-1H-imidazo[4,5-c]quinoline). Isolated yield 64.4%. As a reaction SMILES: [CH2:1]([O:3][CH2:4][C:5]1[N:6]([CH2:18][C:19]([CH3:22])([OH:21])[CH3:20])[C:7]2[C:16]3[CH:15]=[CH:14][CH:13]=[CH:12][C:11]=3[N:10]=[CH:9][C:8]=2[N:17]=1)[CH3:2].[CH:23]([S:25]([CH3:28])(=[O:27])=[O:26])=[CH2:24]>>[CH3:28][S:25]([CH2:23][CH2:24][O:21][C:19]([CH3:22])([CH3:20])[CH2:18][N:6]1[C:7]2[C:16]3[CH:15]=[CH:14][CH:13]=[CH:12][C:11]=3[N:10]=[CH:9][C:8]=2[N:17]=[C:5]1[CH2:4][O:3][CH2:1][CH3:2])(=[O:27])=[O:26]. Reported procedure: Using the general method of Example 8 Part D, 1-[2-(ethoxymethyl)-1H-imidazo[4,5-c]quinolin-1-yl]-2-methylpropan-2-ol (2.0 g, 6.7 mmol) was reacted with methyl vinyl sulfone (1.42 g, 13.4 mmol). The reaction mixture was quenched with water (50 mL) and extracted with ethyl acetate (3×50 mL). The combined extracts were washed with brine (50 mL), dried over anhydrous sodium sulfate, filtered, and concentrated under reduced pressure to provide crude product as an oil. This material was purified by c... The reactants are COC(=O)C1CCCN1S(=O)(=O)c1cnc(NC(=O)N(CC2CCCC2)c2ccc(S(C)(=O)=O)cc2)s1, COC(=O)C1CCCN1S(=O)(=O)c1cnc(N)s1, CS(=O)(=O)c1ccc(N(CC2CCCC2)C(=O)Nc2nc(CC(=O)O)cs2)cc1, CS(=O)(=O)c1ccc(NCC2CCCC2)cc1. The product is CS(=O)(=O)c1ccc(N(CC2CCCC2)C(=O)Nc2ncc(S(=O)(=O)N3CCCC3C(=O)O)s2)cc1. RXN SMILES: [CH3:1][O:2][C:3](=[O:4])[CH:5]1[N:6]([S:10](=[O:11])(=[O:12])[c:13]2[cH:14][n:15][c:16]([NH:18][C:19](=[O:20])[N:21]([c:22]3[cH:23][cH:24][c:25]([S:28](=[O:29])(=[O:30])[CH3:31])[cH:26][cH:27]3)[CH2:32][CH:33]3[CH2:34][CH2:35][CH2:36][CH2:37]3)[s:17]2)[CH2:7][CH2:8][CH2:9]1.[CH3:84][O:85][C:86]([CH:87]1[CH2:88][CH2:89][CH2:90][N:91]1[S:92]([c:93]1[s:94][c:95]([NH2:96])[n:97][cH:98]1)(=[O:99])=[O:100])=[O:101].[CH:38]1([CH2:39][N:40]([c:41]2[cH:42][cH:43][c:44]([S:45]([CH3:46])(=[O:47])=[O:48])[cH:49][cH:50]2)[C:51](=[O:52])[NH:53][c:54]2[s:55][cH:56][c:57]([CH2:58][C:59]([OH:60])=[O:61])[n:62]2)[CH2:63][CH2:64][CH2:65][CH2:66]1.[CH:67]1([CH2:68][NH:69][c:70]2[cH:71][cH:72][c:73]([S:74]([CH3:75])(=[O:76])=[O:77])[cH:78][cH:79]2)[CH2:80][CH2:81][CH2:82][CH2:83]1>>[O:2]=[C:3]([OH:4])[CH:5]1[N:6]([S:10](=[O:11])(=[O:12])[c:13]2[cH:14][n:15][c:16]([NH:18][C:19](=[O:20])[N:21]([c:22]3[cH:23][cH:24][c:25]([S:28](=[O:29])(=[O:30])[CH3:31])[cH:26][cH:27]3)[CH2:32][CH:33]3[CH2:34][CH2:35][CH2:36][CH2:37]3)[s:17]2)[CH2:7][CH2:8][CH2:9]1. Reactants: C(\C=C\C(=O)O)(=O)O (fumaric acid), [OH-].[Na+] (NaOH), C(\C=C\C(=O)O)(=O)O (fumaric acid), C(\C=C\C(=O)[O-])(=O)[O-] (fumarate), BrC=1C=C2C(=CNC2=CC1)C[C@@H]1N(CCC1)C (5-bromo-3-{[(2R)-1-methylpyrrolidin-2-yl]methyl}-1H-indole). The solvent is O (water), C(C)(C)O (isopropanol), C(C)(C)O (isopropanol). Conditions: temperature 22.5 celsius, time 2 hour. The product is C(\C=C\C(=O)O)(=O)O.BrC=1C=C2C(=CNC2=CC1)C[C@@H]1N(CCC1)C (5-bromo-3-{[(2R)-1-methylpyrrolidin-2-yl]methyl}-1H-indole (2E) but-2-enedioate). As a reaction SMILES: [Br:1][C:2]1[CH:3]=[C:4]2[C:8](=[CH:9][CH:10]=1)[NH:7][CH:6]=[C:5]2[CH2:11][C@H:12]1[CH2:16][CH2:15][CH2:14][N:13]1[CH3:17].[C:18]([OH:25])(=[O:24])/[CH:19]=[CH:20]/[C:21]([OH:23])=[O:22].C([O-])(=O)/C=C/C([O-])=O.[OH-].[Na+]>O.C(O)(C)C>[C:18]([OH:25])(=[O:24])/[CH:19]=[CH:20]/[C:21]([OH:23])=[O:22].[Br:1][C:2]1[CH:3]=[C:4]2[C:8](=[CH:9][CH:10]=1)[NH:7][CH:6]=[C:5]2[CH2:11][C@H:12]1[CH2:16][CH2:15][CH2:14][N:13]1[CH3:17] |f:3.4,7.8|. Procedure details: A solution of 10 g of 5-bromo-3-{[(2R)-1-methylpyrrolidin-2-yl]methyl}-1H-indole (as oil containing traces of toluene, HPLC purity 98.3%) in 20 ml, of isopropanol, were dropped in about 2 hours at 30-35° C. into a solution composed of 65 ml, of isopropanol, 15 mL of water and 4.4 g of anhydrous fumaric acid. After stirring for 2 hours at 20-25° C. the reaction mixture was filtered and the crystalline product dried at 80° C. obtaining 7.12 g (Karl Fischer 0.08%, HPLC purity 99.4%). By cooling the... The reactants are aqueous solution, [OH-].[Na+] (sodium hydroxide), C(C#CC)OC1=CC=C(C(=O)OC)C=C1 (methyl 4-but-2-ynyloxybenzoate), Cl (hydrochloric acid). Run in C(C)(=O)OCC (ethyl acetate), O1CCCC1 (tetrahydrofuran), O (water). Run at time 18 hour. Yields the product C(C#CC)OC1=CC=C(C(=O)O)C=C1 (4-but-2-ynyloxybenzoic acid). Yield: 100.0%. RXN SMILES: [OH-].[Na+].[CH2:3]([O:7][C:8]1[CH:17]=[CH:16][C:11]([C:12]([O:14]C)=[O:13])=[CH:10][CH:9]=1)[C:4]#[C:5][CH3:6].Cl>O1CCCC1.O.C(OCC)(=O)C>[CH2:3]([O:7][C:8]1[CH:17]=[CH:16][C:11]([C:12]([OH:14])=[O:13])=[CH:10][CH:9]=1)[C:4]#[C:5][CH3:6] |f:0.1|. Procedure details: 26 ml (262 mmol) of an aqueous solution of sodium hydroxide having a concentration of 10N are added to a solution of 13.4 g (65.7 mmol) of methyl 4-but-2-ynyloxybenzoate diluted in 200 ml of tetrahydrofuran and 25 ml of water. The reaction medium is stirred at reflux for 5 h then at 45° C. for 18 h. The reaction medium is hydrolysed, diluted with ethyl acetate then brought to pH=6 using an aqueous solution of hydrochloric acid having a concentration of 1N. The product is extracted with ethyl ace... Starting materials: CCOC(=O)C.CO (AcOEt MeOH), BrC1C(C=2C=NNC2CC1)=O (5-bromo-6,7-dihydro-1H-indazol-4(5H)-one), N1=C(C=CC=C1)NC(=S)N (1-(pyridin-2-yl)thiourea). Solvent: CC(=O)C (acetone). The product is N1=C(C=CC=C1)NC=1SC2=C(C=3C=NNC3CC2)N1 (N-(pyridin-2-yl)-5,6-dihydro-4H-thiazolo[4,5-e]indazol-2-amine). Isolated yield 56.9%. Reaction SMILES: Br[CH:2]1[CH2:10][CH2:9][C:8]2[NH:7][N:6]=[CH:5][C:4]=2[C:3]1=O.[N:12]1[CH:17]=[CH:16][CH:15]=[CH:14][C:13]=1[NH:18][C:19]([NH2:21])=[S:20].CCOC(C)=O.CO>CC(C)=O>[N:12]1[CH:17]=[CH:16][CH:15]=[CH:14][C:13]=1[NH:18][C:19]1[S:20][C:2]2[CH2:10][CH2:9][C:8]3[NH:7][N:6]=[CH:5][C:4]=3[C:3]=2[N:21]=1 |f:2.3|. Procedure: According to Scheme 1 Step 4: A solution of 5-bromo-6,7-dihydro-1H-indazol-4(5H)-one (23.3 mmol, 5.00 g) and of 1-(pyridin-2-yl)thiourea (20.9 mmol, 3.21 g) in acetone (60 mL) was stirred at 60° C. for 5 hours. The precipitate formed was filtered and partitioned between AcOEt and a saturated solution of NaHCO3. The aqueous phase was extracted with AcOEt. The organic phase was dried over Na2SO4 and concentrated to yield a grey solid. The crude residue was purified by flash chromatography over sil...